Dataset: the Open Reaction Database (ORD), a public repository of structured organic reaction records. Task: describe an organic reaction: reactants, conditions, products, and yield The reactants are N#Cc1ccc(N=C=S)cc1, CCO, N#CN, [Na]. Product: N#CNC(=S)Nc1ccc(C#N)cc1. As a reaction SMILES: [C:5](#[N:6])[c:7]1[cH:8][cH:9][c:10]([N:13]=[C:14]=[S:15])[cH:11][cH:12]1.[CH3:16][CH2:17][OH:18].[N:1]#[C:2][NH2:3].[Na:4]>>[N:1]#[C:2][NH:3][C:14]([NH:13][c:10]1[cH:9][cH:8][c:7]([C:5]#[N:6])[cH:12][cH:11]1)=[S:15]. Starting materials: O=C(NCCO)c1ccc(OCc2ccccc2)cc1, O=C(Cl)Cl, C1COCCO1. The product is O=C(NCCCl)c1ccc(OCc2ccccc2)cc1. RXN SMILES: [CH2:5]([c:6]1[cH:7][cH:8][cH:9][cH:10][cH:11]1)[O:12][c:13]1[cH:14][cH:15][c:16]([C:17](=[O:18])[NH:19][CH2:20][CH2:21][OH:22])[cH:23][cH:24]1.[Cl:1][C:2](=[O:3])[Cl:4].[O:25]1[CH2:26][CH2:27][O:28][CH2:29][CH2:30]1>>[Cl:1][CH2:21][CH2:20][NH:19][C:17]([c:16]1[cH:15][cH:14][c:13]([O:12][CH2:5][c:6]2[cH:7][cH:8][cH:9][cH:10][cH:11]2)[cH:24][cH:23]1)=[O:18]. Starting materials: C1CCOC1, CC(=O)O, CCCCCC, COC(=O)CCCCCCC=O, [Li]CCCC, Cc1ccccc1CC(=O)O. Product: COC(=O)CCCCCCC(O)C(C(=O)O)c1ccccc1C. Reaction SMILES: [CH2:33]1[O:34][CH2:35][CH2:36][CH2:37]1.[CH3:29][C:30](=[O:31])[OH:32].[CH3:38][CH2:39][CH2:40][CH2:41][CH2:42][CH3:43].[CH:17](=[O:18])[CH2:19][CH2:20][CH2:21][CH2:22][CH2:23][CH2:24][C:25](=[O:26])[O:27][CH3:28].[Li:12][CH2:13][CH2:14][CH2:15][CH3:16].[c:1]1([CH3:11])[c:2]([CH2:7][C:8](=[O:9])[OH:10])[cH:3][cH:4][cH:5][cH:6]1>>[c:1]1([CH3:11])[c:2]([CH:7]([C:8](=[O:9])[OH:10])[CH:17]([OH:18])[CH2:19][CH2:20][CH2:21][CH2:22][CH2:23][CH2:24][C:25](=[O:26])[O:27][CH3:28])[cH:3][cH:4][cH:5][cH:6]1. Starting materials: [S-2].[Na+].[Na+] (sodium sulfide), C1(=CC=CC=C1)C=1C(=NSN1)Cl (4-Phenyl-3-chloro-1,2,5-thiadiazole), solid, N#CBr (cyanogen bromide). The solvent is CN(C=O)C (dimethylformamide), O (water). Conditions: time 8 hour. Yields the product C1(=CC=CC=C1)C=1C(=NSN1)SC#N (4-Phenyl-3-thiocyanato-1,2,5-thiadiazole). RXN SMILES: [S-2:1].[Na+].[Na+].[C:4]1([C:10]2[C:11](Cl)=[N:12][S:13][N:14]=2)[CH:9]=[CH:8][CH:7]=[CH:6][CH:5]=1.[N:16]#[C:17]Br>CN(C)C=O.O>[C:4]1([C:10]2[C:11]([S:1][C:17]#[N:16])=[N:12][S:13][N:14]=2)[CH:9]=[CH:8][CH:7]=[CH:6][CH:5]=1 |f:0.1.2|. Reported procedure: To a stirred solution of 3.8 grams(g)(0.05 mole) of sodium sulfide in 100 mL of dimethylformamide was added 8 g(0.041 mole) of 4-Phenyl-3-chloro-1,2,5-thiadiazole. The mixture was stirred overnight (~16 hours), and to the resulting dark green solution was added 6.64 g(1.5 molar equivalents) of cyanogen bromide. This mixture was stirred for about 14 hours and then diluted with 100 mL of water and extracted with 200 mL of methylene chloride. The organic layer was separated and washed with water (2... Reaction conditions: temperature 80 celsius, time 24 hour. Reagents/catalysts: O1BOC(C)(C)C1(C)C, O1B(OC(C)(C)C1(C)C)B2OC(C)(C)C(O2)(C)C, N=1C=CC(=CC1C=2N=CC=C(C2)C(C)(C)C)C(C)(C)C, C[OH2+].C[OH2+].C1CC=CCCC=C1.C1CC=CCCC=C1.[Ir].[Ir]. Yields the product ClC1=CC=C2SC3=CC=CC(B4OC(C)(C)C(O4)(C)C)=C3NC2=C1. Run in O1CCCC1. The reactants are ClC1=CC=C2SC=3C=CC=CC3NC2=C1. Yield: 87.0%. The reactants are O1C(CCCC1)OCCCCCCC=O (7-(2-tetrahydropyranyloxy)heptanal), O1CCN(CC1)C1=CCCC1 (1-morpholinocyclopentene), morpholine enamine, C1(CCCC1)=O (cyclopentanone), C(C)OCC (Diethyl ether). The solvent is C1=CC=CC=C1 (benzene). Reaction conditions: temperature 100 celsius, time 2 hour. Product: OCCCCCCCC=1C(CCC1)=O (2-(7-hydroxyheptyl)cyclopent-2-en-1-one). As a reaction SMILES: O1CCCCC1O[CH2:8][CH2:9][CH2:10][CH2:11][CH2:12][CH2:13][CH:14]=[O:15].O1CCN(C2CCCC=2)CC1.[C:27]1(=[O:32])[CH2:31][CH2:30][CH2:29][CH2:28]1.C(OCC)C>C1C=CC=CC=1>[OH:32][CH2:27][CH2:28][CH2:29][CH2:30][CH2:31][CH2:8][CH2:9][C:10]1[C:14](=[O:15])[CH2:13][CH2:12][CH:11]=1. Reported procedure: A mixture of 7-(2-tetrahydropyranyloxy)heptanal (22 g.) and 1-morpholinocyclopentene, i.e. the morpholine enamine of cyclopentanone, (21.4 g.) in benzene (25 ml.) was heated under reflux for 12 hours under nitrogen, and the water liberated was continuously removed with a Dean and Stark head. Benzene (10 ml.) and then, dropwise, 18% hydrochloric acid (28 ml.) were added and the mixture was stirred for 2 hours. The organic layer was separated and evaporated. Concentrated hydrochloric acid (72 ml.)...